Task: describe an organic reaction: reactants, conditions, products, and yield. Dataset: the Open Reaction Database (ORD), a public repository of structured organic reaction records Starting materials: COC(C1=CC(=C(C=C1)OC)N)=O (3-Amino-4-methoxy-benzoic acid methyl ester), ClC1=C(C=CC(=C1)Cl)CC(=O)O ((2,4-Dichloro-phenyl)-acetic acid), C1COC(=O)N1P(=O)(N2CCOC2=O)Cl (BOP-Cl). The reagents and catalysts are CN(C)C=1C=CN=CC1 (DMAP). Solvent: C(Cl)Cl (CH2Cl2), CCN(CC)CC (NEt3). Product: COC(C1=CC(=C(C=C1)OC)NC(CC1=C(C=C(C=C1)Cl)Cl)=O)=O (3-[2-(2,4-Dichloro-phenyl)-acetylamino]-4-methoxy-benzoic acid methyl ester). Reaction SMILES: [CH3:1][O:2][C:3](=[O:13])[C:4]1[CH:9]=[CH:8][C:7]([O:10][CH3:11])=[C:6]([NH2:12])[CH:5]=1.[Cl:14][C:15]1[CH:20]=[C:19]([Cl:21])[CH:18]=[CH:17][C:16]=1[CH2:22][C:23](O)=[O:24].C1N(P(Cl)(N2C(=O)OCC2)=O)C(=O)OC1>C(Cl)Cl.CCN(CC)CC.CN(C1C=CN=CC=1)C>[CH3:1][O:2][C:3](=[O:13])[C:4]1[CH:9]=[CH:8][C:7]([O:10][CH3:11])=[C:6]([NH:12][C:23](=[O:24])[CH2:22][C:16]2[CH:17]=[CH:18][C:19]([Cl:21])=[CH:20][C:15]=2[Cl:14])[CH:5]=1. Procedure: To a solution of 1.1 g 3-Amino-4-methoxy-benzoic acid methyl ester and 1 g (2,4-Dichloro-phenyl)-acetic acid in 15 ml CH2Cl2, 2.7 ml NEt3 and 1.24 g BOP-Cl and 10 mg DMAP were added. After stirring over night the solvent was removed under reduced pressure and the residue directly purified by chromatography on silica with ethyl acetate/heptane 1:5→1:1 to yield the ester as a yellow oil. Starting materials: COCCCN1CCCc2ccc(COC3CN(C(=O)OC(C)(C)C)CCC3c3ccc(OCCCOCC4CC4)cc3)cc21, CO, Cl. As a reaction SMILES: [C:1]([O:2][C:3](=[O:4])[N:8]1[CH2:9][CH:10]([O:29][CH2:30][c:31]2[cH:32][cH:33][c:34]3[c:39]([cH:40]2)[N:38]([CH2:41][CH2:42][CH2:43][O:44][CH3:45])[CH2:37][CH2:36][CH2:35]3)[CH:11]([c:14]2[cH:15][cH:16][c:17]([O:20][CH2:21][CH2:22][CH2:23][O:24][CH2:25][CH:26]3[CH2:27][CH2:28]3)[cH:18][cH:19]2)[CH2:12][CH2:13]1)([CH3:5])([CH3:6])[CH3:7].[CH3:47][OH:48].[ClH:46]>>[NH:8]1[CH2:9][CH:10]([O:29][CH2:30][c:31]2[cH:32][cH:33][c:34]3[c:39]([cH:40]2)[N:38]([CH2:41][CH2:42][CH2:43][O:44][CH3:45])[CH2:37][CH2:36][CH2:35]3)[CH:11]([c:14]2[cH:15][cH:16][c:17]([O:20][CH2:21][CH2:22][CH2:23][O:24][CH2:25][CH:26]3[CH2:27][CH2:28]3)[cH:18][cH:19]2)[CH2:12][CH2:13]1. Product: COCCCN1CCCc2ccc(COC3CNCCC3c3ccc(OCCCOCC4CC4)cc3)cc21. Reactants: Cl.BrC=1C=C(CN)C=CC1 (3-bromobenzylamine hydrochloride), C(C)(=O)OC(C)=O (acetic anhydride), O (Water), C(C)(=O)OCC (ethyl acetate). The solvent is N1=CC=CC=C1 (pyridine). Conditions: time 24 hour. Product: BrC=1C=C(CNC(C)=O)C=CC1 (N-(3-bromobenzyl)acetamide). RXN SMILES: Cl.[Br:2][C:3]1[CH:4]=[C:5]([CH:8]=[CH:9][CH:10]=1)[CH2:6][NH2:7].[C:11](OC(=O)C)(=[O:13])[CH3:12].O.C(OCC)(=O)C>N1C=CC=CC=1>[Br:2][C:3]1[CH:4]=[C:5]([CH:8]=[CH:9][CH:10]=1)[CH2:6][NH:7][C:11](=[O:13])[CH3:12] |f:0.1|. Procedure: To a solution of 3-bromobenzylamine hydrochloride (5.20 g) in pyridine (30 ml) was added acetic anhydride (3.2 ml) at 0° C. and the mixture was stirred at room temperature for 24 h. Water and ethyl acetate were added to the reaction mixture for partitioning, and the organic layer was washed with 1N hydrochloric acid, aqueous sodium hydrogen carbonate and brine, dried (magnesium sulfate) and concentrated under reduced pressure. The residue was recrystallized from hexane-ethyl acetate to give the ... Starting materials: CN(C1=CC(=C(C=C1)Cl)Cl)C=1OC2=C(N1)C=C(C=C2)C(C(=O)O)C (2-[2-(N-methyl-3,4-dichloroanilino)-5-benzoxazolyl]propionic acid), COC1=CC=C(NC=2OC3=C(N2)C=CC(=C3)C(C#N)C)C=C1 (2-[2-(4-methoxyanilino)-6-benzoxazolyl]propionitrile), ClC1=CC=C(NC=2OC3=C(N2)C=C(C=C3)C(C(=O)OCC)C)C=C1 (ethyl 2-[2-(4-chloroanilino)-5-benzoxazolyl]propionate), [I-].[Li+] (lithium iodide), [C-]#N.[Na+] (sodium cyanide), C([O-])(O)=O.[Na+] (sodium bicarbonate). The solvent is O (water), C(C)C(=O)C (methyl ethyl ketone). Product: ClC1=CC=C(NC=2OC3=C(N2)C=C(C=C3)C(C(=O)O)C)C=C1 (2-[2-(4-chloroanilino)-5-benzoxazolyl]propionic acid). As a reaction SMILES: C[N:2]([C:11]1[O:12][C:13]2[CH:19]=[CH:18][C:17]([CH:20]([CH3:24])[C:21]([OH:23])=[O:22])=[CH:16][C:14]=2[N:15]=1)[C:3]1[CH:8]=[CH:7][C:6]([Cl:9])=[C:5](Cl)[CH:4]=1.COC1C=CC(NC2OC3C=C(C(C)C#N)C=CC=3N=2)=CC=1.ClC1C=CC(NC2OC3C=CC(C(C)C(OCC)=O)=CC=3N=2)=CC=1.[I-].[Li+].[C-]#N.[Na+].C(=O)(O)[O-].[Na+]>O.C(C(C)=O)C>[Cl:9][C:6]1[CH:5]=[CH:4][C:3]([NH:2][C:11]2[O:12][C:13]3[CH:19]=[CH:18][C:17]([CH:20]([CH3:24])[C:21]([OH:23])=[O:22])=[CH:16][C:14]=3[N:15]=2)=[CH:8][CH:7]=1 |f:3.4,5.6,7.8|. Reported procedure: 2-[2-(N-methyl-3,4-dichloroanilino)-5-benzoxazolyl]propionic acid (h) 2-[2-(4-methoxyanilino)-6-benzoxazolyl]propionic acid. Production of the acids was confirmed by thin-layer chromatography. (i) A stirred mixture of ethyl 2-[2-(4-chloroanilino)-5-benzoxazolyl]propionate (2.9g.), dry lithium iodide (10g.), sodium cyanide (0.4g.) and methyl ethyl ketone (35 ml.) was heated under reflux for 18 hours. The solution was diluted with water and made alkaline with sodium bicarbonate. The solution was w... The reactants are Cl.C(C1=CC=CC=C1)[C@H]1C(N(C(N1)(C)C)C)=O ((5S)-5-benzyl-2,2,3-trimethylimidazolidin-4-one hydrochloride), C(=O)C=C (acrolein), C1=CC=CCC1 (cyclohexadiene). Solvent: CC#N.O (CH3CN H2O), CCOCC (Et2O). Run at time 24 hour. The product is C12[C@@H](CC(C=C1)CC2)C=O ((2R)-Bicyclo[2.2.2]oct-5-ene-2-carboxaldehyde). The yield is 82.0%. RXN SMILES: Cl.[CH2:2]([C@@H:9]1NC(C)(C)N(C)[C:10]1=[O:17])[C:3]1[CH:8]=[CH:7][CH:6]=[CH:5][CH:4]=1.C(C=C)=O.C1CCC=CC=1>CC#N.O.CCOCC>[CH:6]12[CH2:5][CH2:4][CH:3]([CH:8]=[CH:7]1)[CH2:2][C@H:9]2[CH:10]=[O:17] |f:0.1,4.5|. Procedure: To a solution of 5 (32 mg, 0.12 mmol) in CH3CN/H2O (95/5 v/v, 1.0 M) was added acrolein (501 μL, 7.5 mmol), and cyclohexadiene (238 μL, 2.5 mmol). The solution was stirred for 24 h, after which time the reaction mixture was diluted with Et2O (10 mL) and washed with H2O (10 mL). The aqueous layer was extracted with Et2O (10 mL×2) and the combined organics were dried (Na2SO4), and concentrated. Purification by silica gel chromatography (10% ether/pentane) afforded the title compound as a colorless... Reactants: COC(=O)CCC=CC1=C[C@H]2C[C@H]([C@H]([C@H]2C1)\C=C\C(C(CCCC)F)=O)OC1OCCCC1 ((1S,5S,6S,7R)-3-[4-methoxycarbonyl-1(EZ)-butenyl]-6-[4(RS)-fluoro-3-oxo-(E)-1-octenyl]-7-tetrahydropyranyloxy-bicyclo[3.3.0]oct-2-ene). Solvent: CC(=O)C (acetone). Run at temperature 125 celsius, time 20 hour. Product: COC(=O)CCC\C=C\1/C[C@H]2C[C@H]([C@@H]([C@H]2C1)CCC(C(CCCC)F)=O)OC1OCCCC1 ((1S,2R,3R,5S)-7(E)-(4-methoxycarbonylbutylidene)-2-[4(RS )-fluoro-3-oxooctyl]-3-tetrahydropyranyloxy-bicyclo[3.3.0]octane). RXN SMILES: [CH3:1][O:2][C:3]([CH2:5][CH2:6][CH:7]=[CH:8][C:9]1[CH2:16][C@H:15]2[C@H:11]([CH2:12][C@@H:13]([O:27][CH:28]3[CH2:33][CH2:32][CH2:31][CH2:30][O:29]3)[C@H:14]2/[CH:17]=[CH:18]/[C:19](=[O:26])[CH:20]([F:25])[CH2:21][CH2:22][CH2:23][CH3:24])[CH:10]=1)=[O:4]>CC(C)=O>[CH3:1][O:2][C:3]([CH2:5][CH2:6][CH2:7]/[CH:8]=[C:9]1\[CH2:10][C@@H:11]2[C@H:15]([CH2:16]\1)[C@@H:14]([CH2:17][CH2:18][C:19](=[O:26])[CH:20]([F:25])[CH2:21][CH2:22][CH2:23][CH3:24])[C@H:13]([O:27][CH:28]1[CH2:33][CH2:32][CH2:31][CH2:30][O:29]1)[CH2:12]2)=[O:4]. Procedure: (1S,5S,6S,7R)-3-[4-Methoxycarbonyl-1(EZ)-butenyl]-6-[4(RS)-fluoro-3-oxo-(E )-1-octenyl]-7-tetrahydropyranyloxybicyclo[3.3.0]oct-2-ene (5) (0.109 g) was dissolved in acetone in an autoclave. Into the solution, a tricarbonyl chromium/methyl benzoate complex (0.023 g) was added. The mixture was degassed and the content was stirred under a hydrogen atmosphere (70 kg/cm2) at 125° C. for 20 hours. The reaction mixture was concentrated under reduced pressure. A crude product obtained was chromatographe... Starting materials: O=C(OC(Cl)(Cl)Cl)OC(Cl)(Cl)Cl, ClCCl, O=C1NCCNC1c1ccccc1. Product: O=C1NCCN(C(=O)Cl)C1c1ccccc1. Reaction SMILES: [Cl:1][C:2]([Cl:3])([O:4][C:5]([O:6][C:7]([Cl:9])([Cl:10])[Cl:11])=[O:8])[Cl:12].[Cl:26][CH2:27][Cl:28].[c:13]1([CH:19]2[C:20](=[O:25])[NH:21][CH2:22][CH2:23][NH:24]2)[cH:14][cH:15][cH:16][cH:17][cH:18]1>>[O:6]=[C:7]([Cl:10])[N:24]1[CH:19]([c:13]2[cH:14][cH:15][cH:16][cH:17][cH:18]2)[C:20](=[O:25])[NH:21][CH2:22][CH2:23]1. RXN SMILES: [NH2:1][C:2]1[N:16]=[CH:15][C:14](Br)=[CH:13][C:3]=1[C:4]([NH:6][C:7]1[CH:12]=[CH:11][N:10]=[CH:9][CH:8]=1)=[O:5].[CH:18]([C:20]1[CH:25]=[CH:24][CH:23]=[CH:22][C:21]=1B(O)O)=[O:19]>>[NH2:1][C:2]1[N:16]=[CH:15][C:14]([C:21]2[CH:22]=[CH:23][CH:24]=[CH:25][C:20]=2[CH:18]=[O:19])=[CH:13][C:3]=1[C:4]([NH:6][C:7]1[CH:12]=[CH:11][N:10]=[CH:9][CH:8]=1)=[O:5]. Reactants: NC1=C(C(=O)NC2=CC=NC=C2)C=C(C=N1)Br (2-amino-5-bromo-N-pyridin-4-yl-nicotinamide), C(=O)C1=C(C=CC=C1)B(O)O (2-formylphenyl-boronic acid). Reported procedure: Reaction of 2-amino-5-bromo-N-pyridin-4-yl-nicotinamide with 2-formylphenyl-boronic acid gives “A66”; method 1: HPLC/MS: 1.23 min, [M+H]=319; The product is NC1=C(C(=O)NC2=CC=NC=C2)C=C(C=N1)C1=C(C=CC=C1)C=O (2-Amino-5-(2-formyl-phenyl)-N-pyridin-4-yl-nicotinamide). Starting materials: C1CCN(CC1)C(=O)N=NC(=O)N2CCCCC2 (ADDP), C(CCC)P(CCCC)CCCC (tri-n-butylphosphine), COC(CC1=CSC2=C1C(=CC(=C2F)O)Cl)=O (methyl(4-chloro-7-fluoro-6-hydroxy-1-benzothiophen-3-yl)acetate), CC1=NC(=CC=C1CO)C(F)(F)F ((2-methyl-6-(trifluoromethyl)pyridin-3-yl)methanol). Solvent: C1CCOC1 (THF). Reaction conditions: time 1 hour. Product: COC(CC1=CSC2=C1C(=CC(=C2F)OCC=2C(=NC(=CC2)C(F)(F)F)C)Cl)=O (Methyl(4-chloro-7-fluoro-6-((2-methyl-6-(trifluoromethyl)pyridin-3-yl)methoxy)-1-benzothiophen-3-yl)acetate). Isolated yield 91.0%. RXN SMILES: C(P(CCCC)CCCC)CCC.[CH3:14][O:15][C:16](=[O:30])[CH2:17][C:18]1[C:22]2[C:23]([Cl:29])=[CH:24][C:25]([OH:28])=[C:26]([F:27])[C:21]=2[S:20][CH:19]=1.[CH3:31][C:32]1[C:37]([CH2:38]O)=[CH:36][CH:35]=[C:34]([C:40]([F:43])([F:42])[F:41])[N:33]=1.C1CCN(C(N=NC(N2CCCCC2)=O)=O)CC1>C1COCC1>[CH3:14][O:15][C:16](=[O:30])[CH2:17][C:18]1[C:22]2[C:23]([Cl:29])=[CH:24][C:25]([O:28][CH2:38][C:37]3[C:32]([CH3:31])=[N:33][C:34]([C:40]([F:43])([F:41])[F:42])=[CH:35][CH:36]=3)=[C:26]([F:27])[C:21]=2[S:20][CH:19]=1. Procedure: To a mixture of tri-n-butylphosphine (0.264 mL), methyl(4-chloro-7-fluoro-6-hydroxy-1-benzothiophen-3-yl)acetate (116 mg), (2-methyl-6-(trifluoromethyl)pyridin-3-yl)methanol (89 mg) and THF (4.0 mL) was added ADDP (213 mg) at room temperature. The mixture was stirred at room temperature under nitrogen atmosphere for 1 h. The mixture was concentrated in vacuo. To the residue was added IPE and the precipitate was filtered off. The filtrate was concentrated in vacuo. The residue was purified by sil...